Dataset: the Open Reaction Database (ORD), a public repository of structured organic reaction records. Task: describe an organic reaction: reactants, conditions, products, and yield Reactants: [Br-], CC(C)n1ncnc1-c1nc2c(s1)CCOc1ccc(Br)cc1-2, CCOC(C)=O, [Zn+]C1CCCC1, ClCCl, Cl, [Cu]I. The product is CC(C)n1ncnc1-c1nc2c(s1)CCOc1ccc(C3CCCC3)cc1-2. As a reaction SMILES: [Br-:27].[Br:4][c:5]1[cH:6][cH:7][c:8]2[c:9]([cH:26]1)-[c:10]1[n:11][c:12](-[c:18]3[n:19]([CH:23]([CH3:24])[CH3:25])[n:20][cH:21][n:22]3)[s:13][c:14]1[CH2:15][CH2:16][O:17]2.[CH3:34][CH2:35][O:36][C:37]([CH3:38])=[O:39].[CH:28]1([Zn+:33])[CH2:29][CH2:30][CH2:31][CH2:32]1.[Cl:1][CH2:2][Cl:3].[ClH:40].[Cu:41][I:42]>>[c:5]1([CH:28]2[CH2:29][CH2:30][CH2:31][CH2:32]2)[cH:6][cH:7][c:8]2[c:9]([cH:26]1)-[c:10]1[n:11][c:12](-[c:18]3[n:19]([CH:23]([CH3:24])[CH3:25])[n:20][cH:21][n:22]3)[s:13][c:14]1[CH2:15][CH2:16][O:17]2. The product is C(C)OC1=CC=C(C(=O)NC2(CC2)C(=O)O)C=C1 (1-[(4-Ethoxybenzoyl)amino]cyclopropanecarboxylic acid). The yield is 73.3%. Procedure details: Dissolve ethyl 1-[(4-ethoxybenzoyl)amino]cyclopropanecarboxylate (4.25 g, 15.33 mmol) in 1,4-dioxane (60 mL) and add lithium hydroxide (LiOH) (3.22 g, 76.63 mmol) dissolved in water (30 mL). Stir the reaction for approximately 16 hours at ambient temperature. Concentrate the mixture under reduced pressure, add water, acidify with 5N HCl, and collect the precipitate by filtration to give the title compound (2.8 g, 73%) as a white solid: MS (m/z): 248 (M+1). The solvent is O1CCOCC1 (1,4-dioxane), O (water). Reactants: C(C)OC1=CC=C(C(=O)NC2(CC2)C(=O)OCC)C=C1 (ethyl 1-[(4-ethoxybenzoyl)amino]cyclopropanecarboxylate), [OH-].[Li+] (lithium hydroxide). RXN SMILES: [CH2:1]([O:3][C:4]1[CH:20]=[CH:19][C:7]([C:8]([NH:10][C:11]2([C:14]([O:16]CC)=[O:15])[CH2:13][CH2:12]2)=[O:9])=[CH:6][CH:5]=1)[CH3:2].[OH-].[Li+]>O1CCOCC1.O>[CH2:1]([O:3][C:4]1[CH:5]=[CH:6][C:7]([C:8]([NH:10][C:11]2([C:14]([OH:16])=[O:15])[CH2:12][CH2:13]2)=[O:9])=[CH:19][CH:20]=1)[CH3:2] |f:1.2|. Starting materials: COC(=O)C1C(N(C2=CC=C(C=C12)C1(OCCO1)C)CC)=O (1-ethyl-5-(2-methyl-[1,3]dioxolan-2-yl)-2-oxo-2,3-dihydro-1H-indole-3-carboxylic acid methyl ester), NC=1C=C(C(=O)NC2=CC=C(C=C2)Cl)C=CC1 (3-amino-N-(4-chloro-phenyl)-benzamide). Yields the product ClC1=CC=C(C=C1)NC(=O)C=1C=C(C=CC1)NC(=O)C1C(N(C2=CC=C(C=C12)C(C)=O)CC)=O (5-Acetyl-1-ethyl-2-oxo-2,3-dihydro-1H-indole-3-carboxylic acid [3-(4-chlorophenylcarbamoyl)-phenyl]-amide). RXN SMILES: CO[C:3]([CH:5]1[C:13]2[C:8](=[CH:9][CH:10]=[C:11]([C:14]3([CH3:19])[O:18]CCO3)[CH:12]=2)[N:7]([CH2:20][CH3:21])[C:6]1=[O:22])=[O:4].[NH2:23][C:24]1[CH:25]=[C:26]([CH:37]=[CH:38][CH:39]=1)[C:27]([NH:29][C:30]1[CH:35]=[CH:34][C:33]([Cl:36])=[CH:32][CH:31]=1)=[O:28]>>[Cl:36][C:33]1[CH:34]=[CH:35][C:30]([NH:29][C:27]([C:26]2[CH:25]=[C:24]([NH:23][C:3]([CH:5]3[C:13]4[C:8](=[CH:9][CH:10]=[C:11]([C:14](=[O:18])[CH3:19])[CH:12]=4)[N:7]([CH2:20][CH3:21])[C:6]3=[O:22])=[O:4])[CH:39]=[CH:38][CH:37]=2)=[O:28])=[CH:31][CH:32]=1. Procedure: Prepared as in Example 1 from 1-ethyl-5-(2-methyl-[1,3]dioxolan-2-yl)-2-oxo-2,3-dihydro-1H-indole-3-carboxylic acid methyl ester and 3-amino-N-(4-chloro-phenyl)-benzamide. Recrystallized from ethyl acetate-hexanes. mp 119-121° C. Reactants: CC(C)(C)OC(=O)N1CCCCC1C(=O)O, CC1CCCC(C)N1CCN. Yields the product CC1CCCC(C)N1CCNC(=O)C1CCCCN1C(=O)OC(C)(C)C. As a reaction SMILES: [C:1]([CH3:2])([CH3:3])([CH3:4])[O:5][C:6](=[O:7])[N:8]1[CH:9]([C:14](=[O:15])[OH:16])[CH2:10][CH2:11][CH2:12][CH2:13]1.[CH3:17][CH:18]1[N:19]([CH2:25][CH2:26][NH2:27])[CH:20]([CH3:24])[CH2:21][CH2:22][CH2:23]1>>[C:1]([CH3:2])([CH3:3])([CH3:4])[O:5][C:6](=[O:7])[N:8]1[CH:9]([C:14](=[O:16])[NH:27][CH2:26][CH2:25][N:19]2[CH:18]([CH3:17])[CH2:23][CH2:22][CH2:21][CH:20]2[CH3:24])[CH2:10][CH2:11][CH2:12][CH2:13]1. Reaction SMILES: [Cl:46][CH2:47][Cl:48].[F:35][c:36]1[c:37]([C:38](=[O:39])[Cl:40])[cH:41][c:42]([F:45])[cH:43][cH:44]1.[NH2:1][c:2]1[cH:3][c:4](-[c:8]2[n:9][n:10]3[c:11]([cH:12][cH:13][cH:14][cH:15]3)[c:16]2-[c:17]2[n:18][c:19]([NH:23][c:24]3[cH:25][cH:26][c:27]4[c:32]([cH:33]3)[CH2:31][N:30]([CH3:34])[CH2:29][CH2:28]4)[n:20][cH:21][cH:22]2)[cH:5][cH:6][cH:7]1>>[NH:1]([c:2]1[cH:3][c:4](-[c:8]2[n:9][n:10]3[c:11]([cH:12][cH:13][cH:14][cH:15]3)[c:16]2-[c:17]2[n:18][c:19]([NH:23][c:24]3[cH:25][cH:26][c:27]4[c:32]([cH:33]3)[CH2:31][N:30]([CH3:34])[CH2:29][CH2:28]4)[n:20][cH:21][cH:22]2)[cH:5][cH:6][cH:7]1)[C:38]([c:37]1[c:36]([F:35])[cH:44][cH:43][c:42]([F:45])[cH:41]1)=[O:39]. Yields the product CN1CCc2ccc(Nc3nccc(-c4c(-c5cccc(NC(=O)c6cc(F)ccc6F)c5)nn5ccccc45)n3)cc2C1. Starting materials: ClCCl, O=C(Cl)c1cc(F)ccc1F, CN1CCc2ccc(Nc3nccc(-c4c(-c5cccc(N)c5)nn5ccccc45)n3)cc2C1.